Dataset: the Open Reaction Database (ORD), a public repository of structured organic reaction records. Task: describe an organic reaction: reactants, conditions, products, and yield Starting materials: C1(=CC=C(C=C1)S(=O)(=O)Cl)C (p-toluenesulfonyl chloride), C(C)(=O)[O-].[Na+] (sodium acetate), CN1C(NC(C=2NC=NC12)=O)=O (3-methylxanthine), C(C)OCOCC (formaldehyde diethyl acetal). The solvent is CN(C=O)C (dimethylformamide). Reaction conditions: temperature 90 celsius. The product is C(C)OCN1C=NC=2N(C(NC(C12)=O)=O)C (7-Ethoxymethyl-3-methylxanthine). As a reaction SMILES: C1(C)C=CC(S(Cl)(=O)=O)=CC=1.C([O-])(=O)C.[Na+].C(O[CH2:20][O:21][CH2:22][CH3:23])C.[CH3:24][N:25]1[C:33]2[N:32]=[CH:31][NH:30][C:29]=2[C:28](=[O:34])[NH:27][C:26]1=[O:35]>CN(C)C=O>[CH2:22]([O:21][CH2:20][N:30]1[C:29]2[C:28](=[O:34])[NH:27][C:26](=[O:35])[N:25]([CH3:24])[C:33]=2[N:32]=[CH:31]1)[CH3:23] |f:1.2|. Procedure details: 52.5 g (0.28 mol) of p-toluenesulfonyl chloride were initially introduced into 50 ml of dimethylformamide and 22.6 g (0.29 mol) of sodium acetate were introduced with stirring and ice-cooling. The mixture was subsequently stirred for one hour, treated with 39.1 g of formaldehyde diethyl acetal and again subsequently stirred for one hour. 41.5 g of 3-methylxanthine were then introduced and the reaction mixture was heated at 90° C. for 2 hours. After cooling to 10° C., the precipitated product was... Starting materials: NS(=O)(=O)c1ccc(N=C=S)cc1, COc1ccc(C(=O)Nc2ccccc2)cc1N. Yields the product COc1ccc(C(=O)Nc2ccccc2)cc1NC(=S)Nc1ccc(S(N)(=O)=O)cc1. As a reaction SMILES: [N:19](=[C:20]=[S:21])[c:22]1[cH:23][cH:24][c:25]([S:28](=[O:29])(=[O:30])[NH2:31])[cH:26][cH:27]1.[NH2:1][c:2]1[cH:3][c:4]([C:5](=[O:6])[NH:7][c:8]2[cH:9][cH:10][cH:11][cH:12][cH:13]2)[cH:14][cH:15][c:16]1[O:17][CH3:18]>>[NH:1]([c:2]1[cH:3][c:4]([C:5](=[O:6])[NH:7][c:8]2[cH:9][cH:10][cH:11][cH:12][cH:13]2)[cH:14][cH:15][c:16]1[O:17][CH3:18])[C:20]([NH:19][c:22]1[cH:23][cH:24][c:25]([S:28](=[O:29])(=[O:30])[NH2:31])[cH:26][cH:27]1)=[S:21]. Starting materials: ClCCCC(=O)C1=CC=CC=C1 (4-Chlorobutyrophenone), C(C)(O)O (ethanediol). Reagents/catalysts: C1(=CC=C(C=C1)S(=O)(=O)O)C (p-toluene sulphonic acid). Run in C1(=CC=CC=C1)C (toluene). Product: C1(=CC=CC=C1)C1(OCCO1)CCCCl (2-phenyl-2-(3-chloropropyl)-1,3-dioxolane). Yield: 111.6%. As a reaction SMILES: [Cl:1][CH2:2][CH2:3][CH2:4][C:5]([C:7]1[CH:12]=[CH:11][CH:10]=[CH:9][CH:8]=1)=[O:6].[CH:13](O)([OH:15])[CH3:14]>C1(C)C=CC=CC=1.C1(C)C=CC(S(O)(=O)=O)=CC=1>[C:7]1([C:5]2([CH2:4][CH2:3][CH2:2][Cl:1])[O:15][CH2:13][CH2:14][O:6]2)[CH:12]=[CH:11][CH:10]=[CH:9][CH:8]=1. Procedure details: 4-Chlorobutyrophenone (15.18 g, 0.083 moles), ethanediol (6.80 g, 0.110 moles) and p-toluene sulphonic acid (0.20 g) were heated in toluene at reflux and water was removed from the reaction using a Dean and Stark apparatus. After 17 hours the solvent was removed by distillation in vacuo to leave crude 2-phenyl-2-(3-chloropropyl)-1,3-dioxolane (21 g). Reactants: FCC1=NN(C(=C1)C1=CC=CC=C1)C1=CC=C(C=C1)S(=O)(=O)N (4-[3-Fluoromethyl-5-phenyl-1H-pyrazol-1-yl]benzenesulfonamide), C(C)(=O)OCC (ethyl acetate). Reagents/catalysts: O=[Mn]=O (MnO2). Conditions: time 8 hour. The product is C(=O)C1=NN(C(=C1)C1=CC=CC=C1)C1=CC=C(C=C1)S(=O)(=O)N (4-[3-formyl-5-phenyl-1H-pyrazol-1-yl]benzenesulfonamide). As a reaction SMILES: F[CH2:2][C:3]1[CH:7]=[C:6]([C:8]2[CH:13]=[CH:12][CH:11]=[CH:10][CH:9]=2)[N:5]([C:14]2[CH:19]=[CH:18][C:17]([S:20]([NH2:23])(=[O:22])=[O:21])=[CH:16][CH:15]=2)[N:4]=1.C(OCC)(=[O:26])C>O=[Mn]=O>[CH:2]([C:3]1[CH:7]=[C:6]([C:8]2[CH:13]=[CH:12][CH:11]=[CH:10][CH:9]=2)[N:5]([C:14]2[CH:19]=[CH:18][C:17]([S:20]([NH2:23])(=[O:22])=[O:21])=[CH:16][CH:15]=2)[N:4]=1)=[O:26]. Procedure: To a solution of the alcohol prepared in Example 131, Step 3 (1.1 g, 3.3 mmol) in ethyl acetate (20 mL) was added MnO2 (5 g, 60 mmol) and the mixture stirred at room temperature overnight. The mixture was filtered through Celite and the solution was concentrated to provide the crude aldehyde. Starting materials: COC(F)(c1ccc2c(c1)c(NCC(=O)NC1CNC1)nn2C)C(F)(F)F, Cc1ccc(C2(O)CCC(=O)CC2)cn1. Yields the product COC(F)(c1ccc2c(c1)c(NCC(=O)NC1CN(C3CCC(O)(c4ccc(C)nc4)CC3)C1)nn2C)C(F)(F)F. RXN SMILES: [NH:1]1[CH2:2][CH:3]([NH:5][C:6]([CH2:7][NH:8][c:9]2[n:10][n:11]([CH3:26])[c:12]3[cH:13][cH:14][c:15]([C:18]([C:19]([F:20])([F:21])[F:22])([O:23][CH3:24])[F:25])[cH:16][c:17]23)=[O:27])[CH2:4]1.[OH:28][C:29]1([c:36]2[cH:37][n:38][c:39]([CH3:42])[cH:40][cH:41]2)[CH2:30][CH2:31][C:32](=[O:35])[CH2:33][CH2:34]1>>[N:1]1([CH:32]2[CH2:31][CH2:30][C:29]([OH:28])([c:36]3[cH:37][n:38][c:39]([CH3:42])[cH:40][cH:41]3)[CH2:34][CH2:33]2)[CH2:2][CH:3]([NH:5][C:6]([CH2:7][NH:8][c:9]2[n:10][n:11]([CH3:26])[c:12]3[cH:13][cH:14][c:15]([C:18]([C:19]([F:20])([F:21])[F:22])([O:23][CH3:24])[F:25])[cH:16][c:17]23)=[O:27])[CH2:4]1. Reactants: C(OC1=CC=CC=C1)([O-])=O (phenyl carbonate), C(OC)(OC1=CC=CC=C1)=O (methyl phenyl carbonate), C(OC1=CC=CC=C1)(OC1=CC=CC=C1)=O (diphenyl carbonate). Yields the product C(C1=CC=CC=C1)(=O)OC (methyl benzoate). Yield: 41.0%. As a reaction SMILES: C(=O)([O-])O[C:3]1[CH:8]=[CH:7][CH:6]=[CH:5][CH:4]=1.[C:11](=O)([O:14]C1C=CC=CC=1)[O:12][CH3:13].C(=O)(OC1C=CC=CC=1)OC1C=CC=CC=1>>[C:11]([O:12][CH3:13])(=[O:14])[C:3]1[CH:4]=[CH:5][CH:6]=[CH:7][CH:8]=1. Procedure: The same procedures as in Example 1 were used, except that the reaction temperature of the phenyl carbonate preparation step was 210° C. As a result, the yield of methyl phenyl carbonate was 17%, and the yield of diphenyl carbonate was 24%. Furthermore, at the same time, methyl benzoate was produced as a by-product with a yield of 41% (the yield was based on phenyl benzoate). Starting materials: S(=O)(=O)([O-])[O-] (sulfate), NC1=NC(=C(C(=N1)N)NC=O)O (2,4-diamino-5-formylamino-6-hydroxypyrimidine). Yields the product N1C(N)=NC=2N=CNC2C1=O (guanine). Reaction SMILES: S([O-])([O-])(=O)=O.[NH2:6][C:7]1[N:12]=[C:11]([NH2:13])[C:10]([NH:14][CH:15]=O)=[C:9]([OH:17])[N:8]=1>>[NH:8]1[C:9](=[O:17])[C:10]2[NH:14][CH:15]=[N:13][C:11]=2[N:12]=[C:7]1[NH2:6]. Reported procedure: In the process based on TAHP sulfate described above, 2,4-diamino-5-formylamino-6-hydroxypyrimidine (referred to as DAFHP below) is passed through as an intermediate, which is reacted in situ to produce guanine. Reactants: C(C)OC(CC(CCC)N1C(N(C2=C1C=CC=C2)CC2=NSC1=C2C(=CC(=C1)C)C)=O)=O (3-[3-(4,6-Dimethyl-1,2-benzisothiazol-3-ylmethyl)-2-oxo-2,3-dihydro-benzimidazol-1-yl]-hexanoic acid ethyl ester), O (water), [Li+].[OH-] (LiOH). Run in O1CCOCC1 (1,4-dioxane). Conditions: time 4 hour. The product is CC1=CC(=CC2=C1C(=NS2)CN2C(N(C1=C2C=CC=C1)C(CC(=O)O)CCC)=O)C (3-{3-[(4,6-dimethyl-1,2-benzisothiazol-3-yl)methyl]-2-oxo-2,3-dihydro-1H-benzimidazol-1-yl}hexanoic acid). RXN SMILES: C([O:3][C:4](=[O:32])[CH2:5][CH:6]([N:10]1[C:14]2[CH:15]=[CH:16][CH:17]=[CH:18][C:13]=2[N:12]([CH2:19][C:20]2[C:24]3[C:25]([CH3:30])=[CH:26][C:27]([CH3:29])=[CH:28][C:23]=3[S:22][N:21]=2)[C:11]1=[O:31])[CH2:7][CH2:8][CH3:9])C.O.[Li+].[OH-]>O1CCOCC1>[CH3:30][C:25]1[C:24]2[C:20]([CH2:19][N:12]3[C:13]4[CH:18]=[CH:17][CH:16]=[CH:15][C:14]=4[N:10]([CH:6]([CH2:7][CH2:8][CH3:9])[CH2:5][C:4]([OH:32])=[O:3])[C:11]3=[O:31])=[N:21][S:22][C:23]=2[CH:28]=[C:27]([CH3:29])[CH:26]=1 |f:2.3|. Procedure details: To a solution of product 3-[3-(4,6-Dimethyl-1,2-benzisothiazol-3-ylmethyl)-2-oxo-2,3-dihydro-benzimidazol-1-yl]-hexanoic acid ethyl ester (23 mg, 0.051 mmol)) in 1,4-dioxane (5 mL) and water (1 mL) was added LiOH (2.4 mg, 0.1 mmol) at room temperature. The solution was stirred at the same temperature for 4 hours. The solution was concentrated and water was added to the residue. The solution was acidified by 12N HCl in an ice-bath. The solid that preciptate out from the solution was collected by ...